Task: describe an organic reaction: reactants, conditions, products, and yield. Dataset: the Open Reaction Database (ORD), a public repository of structured organic reaction records The reactants are FC(C1=C(OCC2=CC=C(C=C2)C=2CCN(CC2)C(=O)OC(C)(C)C)C(=CC=C1)C1=NC(=CC=C1)N1N=CC(=C1C(F)(F)F)C(=O)OCC)F (tert-Butyl 4-(4-{[2-(difluoromethyl)-6-[6-[4-(ethoxycarbonyl)-5-(trifluoromethyl)-1H-pyrazol-1-yl]pyridin-2-yl]phenoxy}methyl]phenyl)-3,6-dihydropyridine-1(2H)-carboxylate), [H][H] (hydrogen). Reagents/catalysts: [Pt]=O (platinum oxide). Solvent: CCOC(=O)C (EtOAc). Conditions: time 45 minute. Yields the product FC(C1=C(OCC2=CC=C(C=C2)C2CCN(CC2)C(=O)OC(C)(C)C)C(=CC=C1)C1=NC(=CC=C1)N1N=CC(=C1C(F)(F)F)C(=O)OCC)F (tert-Butyl 4-(4-{[2-(difluoromethyl)-6-{6-[4-(ethoxycarbonyl)-5-(trifluoromethyl)-1H-pyrazol-1-yl]pyridin-2-yl}phenoxy]methyl}phenyl)piperidine-1-carboxylate). Reaction SMILES: [F:1][CH:2]([F:50])[C:3]1[CH:29]=[CH:28][CH:27]=[C:26]([C:30]2[CH:35]=[CH:34][CH:33]=[C:32]([N:36]3[C:40]([C:41]([F:44])([F:43])[F:42])=[C:39]([C:45]([O:47][CH2:48][CH3:49])=[O:46])[CH:38]=[N:37]3)[N:31]=2)[C:4]=1[O:5][CH2:6][C:7]1[CH:12]=[CH:11][C:10]([C:13]2[CH2:14][CH2:15][N:16]([C:19]([O:21][C:22]([CH3:25])([CH3:24])[CH3:23])=[O:20])[CH2:17][CH:18]=2)=[CH:9][CH:8]=1.[H][H]>CCOC(C)=O.[Pt]=O>[F:50][CH:2]([F:1])[C:3]1[CH:29]=[CH:28][CH:27]=[C:26]([C:30]2[CH:35]=[CH:34][CH:33]=[C:32]([N:36]3[C:40]([C:41]([F:44])([F:43])[F:42])=[C:39]([C:45]([O:47][CH2:48][CH3:49])=[O:46])[CH:38]=[N:37]3)[N:31]=2)[C:4]=1[O:5][CH2:6][C:7]1[CH:12]=[CH:11][C:10]([CH:13]2[CH2:14][CH2:15][N:16]([C:19]([O:21][C:22]([CH3:23])([CH3:24])[CH3:25])=[O:20])[CH2:17][CH2:18]2)=[CH:9][CH:8]=1. Procedure details: To a degassed solution of the title compound from Example 7 Step E (115 mg, 0.17 mmol) in EtOAc (5 mL) was added platinum oxide (22 mg). The reaction flask was fitted with a hydrogen balloon attached to a 3-way adapter. The reaction mixture was then evacuated and back-filled with hydrogen. After this process was repeated three times, the reaction mixture was placed under a hydrogen atmosphere, and was stirred vigorously. After 45 min, the reaction mixture was filtered though Celite, rinsing with... Reactants: Cl.NC1=NC=NC2=CC=C(C=C12)N (4,6-diaminoquinazoline hydrochloride), C(CC)N(CCC)CCC (tripropylamine), C1(CCCC1)CCC(=O)Cl (3-cyclopentylpropionyl chloride). Solvent: C(C)(=O)OCC (ethyl acetate), N1=CC=CC=C1 (pyridine). Run at time 20 minute. The product is NC1=NC=NC2=CC=C(C=C12)NC(CCC1CCCC1)=O (4-amino-6-(3-cyclopentylpropionamido)quinazoline). The yield is 49.8%. Reaction SMILES: Cl.[NH2:2][C:3]1[C:12]2[C:7](=[CH:8][CH:9]=[C:10]([NH2:13])[CH:11]=2)[N:6]=[CH:5][N:4]=1.C(N(CCC)CCC)CC.[CH:24]1([CH2:29][CH2:30][C:31](Cl)=[O:32])[CH2:28][CH2:27][CH2:26][CH2:25]1>N1C=CC=CC=1.C(OCC)(=O)C>[NH2:2][C:3]1[C:12]2[C:7](=[CH:8][CH:9]=[C:10]([NH:13][C:31](=[O:32])[CH2:30][CH2:29][CH:24]3[CH2:28][CH2:27][CH2:26][CH2:25]3)[CH:11]=2)[N:6]=[CH:5][N:4]=1 |f:0.1|. Reported procedure: A mixture of 4,6-diaminoquinazoline hydrochloride (10 g) and tripropylamine (26.4 g) in dry pyridine (100 ml) was stirred in an ice-bath for 20 minutes. To the mixture was added dropwise during 1.5 hours 3-cyclopentylpropionyl chloride (12.2 g). The mixture was stirred in an ice-bath for 1.5 hours. Crushed ice was added to the reaction mixture. The mixture was stirred for 5 minutes and concentrated under reduced pressure. After addition of water, sodium hydrogen carbonate was added in small port... Starting materials: C(CC)N(C1CC2=C(C=CC=C2CC1)OCCN)CCC (2-dipropylamino-8-(2-aminoethoxy)-1,2,3,4-tetrahydronaphthalene), C([O-])([O-])=O.[K+].[K+] (potassium carbonate), C(CCC)S(=O)(=O)Cl (butanesulphonyl chloride). Run in C1(=CC=CC=C1)C (toluene). Reaction conditions: time 2 hour. The product is C(CC)N(C1CC2=C(C=CC=C2CC1)OCCNS(=O)(=O)CCCC)CCC (2-Dipropylamino-8-(2-butanesulphonamidoethoxy)-1,2,3,4-tetrahydronaphthalene). RXN SMILES: [CH2:1]([N:4]([CH2:19][CH2:20][CH3:21])[CH:5]1[CH2:14][CH2:13][C:12]2[C:7](=[C:8]([O:15][CH2:16][CH2:17][NH2:18])[CH:9]=[CH:10][CH:11]=2)[CH2:6]1)[CH2:2][CH3:3].C(=O)([O-])[O-].[K+].[K+].[CH2:28]([S:32](Cl)(=[O:34])=[O:33])[CH2:29][CH2:30][CH3:31]>C1(C)C=CC=CC=1>[CH2:19]([N:4]([CH2:1][CH2:2][CH3:3])[CH:5]1[CH2:14][CH2:13][C:12]2[C:7](=[C:8]([O:15][CH2:16][CH2:17][NH:18][S:32]([CH2:28][CH2:29][CH2:30][CH3:31])(=[O:34])=[O:33])[CH:9]=[CH:10][CH:11]=2)[CH2:6]1)[CH2:20][CH3:21] |f:1.2.3|. Reported procedure: 2.5 g (8.6 mmol) of 2-dipropylamino-8-(2-aminoethoxy)-1,2,3,4-tetrahydronaphthalene and 2.4 g (17.2 mmol) of potassium carbonate were initially introduced into 40 ml of toluene. 1.5 g (9.5 mmol) of butanesulphonyl chloride were added dropwise, and the mixture was then stirred for a further 2 h at room temperature. The mixture was then filtered and evaporated in a rotary evaporator. After chromatography on silica gel 60, 40-63 μm, using diisopropyl ether/ethanol, 3:2, the product was recrystalliz... Reactants: Brc1cccc2c1CNC2, COC(=O)C1CC(O)CN1C(=O)OC(C)(C)C, CCN(C(C)C)C(C)C, Cl, CN(C)C=O. Yields the product COC(=O)C1CC(OC(=O)N2Cc3cccc(Br)c3C2)CN1C(=O)OC(C)(C)C. As a reaction SMILES: [Br:19][c:20]1[c:21]2[c:25]([cH:26][cH:27][cH:28]1)[CH2:24][NH:23][CH2:22]2.[CH3:1][O:2][C:3]([CH:4]1[N:5]([C:10](=[O:11])[O:12][C:13]([CH3:14])([CH3:15])[CH3:16])[CH2:6][CH:7]([OH:9])[CH2:8]1)=[O:17].[CH:29]([N:30]([CH:31]([CH3:32])[CH3:33])[CH2:34][CH3:35])([CH3:36])[CH3:37].[ClH:18].[O:38]=[CH:39][N:40]([CH3:41])[CH3:42]>>[CH3:1][O:2][C:3]([CH:4]1[N:5]([C:10](=[O:11])[O:12][C:13]([CH3:14])([CH3:15])[CH3:16])[CH2:6][CH:7]([O:9][C:39]([N:23]2[CH2:22][c:21]3[c:20]([Br:19])[cH:28][cH:27][cH:26][c:25]3[CH2:24]2)=[O:38])[CH2:8]1)=[O:17].